Dataset: the Open Reaction Database (ORD), a public repository of structured organic reaction records. Task: describe an organic reaction: reactants, conditions, products, and yield Starting materials: C(CCC)OC1=NC(=C2N=C(N(C2=N1)CCCC1NCCCC1)OC)N (2-(Butyloxy)-8-(methyloxy)-9-[3-(2-piperidinyl)propyl]-9H-purin-6-amine), NC1=C2N=C(N(C2=NC(=N1)OCCCC)CCCCCCC1CCN(CC1)C(=O)OCC1=CC=CC=C1)OC (phenylmethyl 4-{6-[6-amino-2-(butyloxy)-8-(methyloxy)-9H-purin-9-yl]hexyl}-1-piperidinecarboxylate). Product: C(CCC)OC1=NC(=C2N=C(N(C2=N1)CCCCCCC1CCNCC1)OC)N (2-(Butyloxy)-8-(methyloxy)-9-[6-(4-piperidinyl)hexyl]-9H-purin-6-amine). As a reaction SMILES: C(OC1N=C2C(N=C(OC)N2CCCC2CCCCN2)=C(N)N=1)CCC.[NH2:27][C:28]1[N:36]=[C:35]([O:37][CH2:38][CH2:39][CH2:40][CH3:41])[N:34]=[C:33]2[C:29]=1[N:30]=[C:31]([O:64][CH3:65])[N:32]2[CH2:42][CH2:43][CH2:44][CH2:45][CH2:46][CH2:47][CH:48]1[CH2:53][CH2:52][N:51](C(OCC2C=CC=CC=2)=O)[CH2:50][CH2:49]1>>[CH2:38]([O:37][C:35]1[N:34]=[C:33]2[C:29]([N:30]=[C:31]([O:64][CH3:65])[N:32]2[CH2:42][CH2:43][CH2:44][CH2:45][CH2:46][CH2:47][CH:48]2[CH2:49][CH2:50][NH:51][CH2:52][CH2:53]2)=[C:28]([NH2:27])[N:36]=1)[CH2:39][CH2:40][CH3:41]. Procedure: Prepared similarly to Intermediate 32 from phenylmethyl 4-{6-[6-amino-2-(butyloxy)-8-(methyloxy)-9H-purin-9-yl]hexyl}-1-piperidinecarboxylate. Reactants: N#CC1CC(F)CN1C(=O)COS(=O)(=O)c1ccccc1, CCOC(=O)C12CCC(N)(CC1)CC2, O=S(=O)(O)c1ccccc1. The product is CCOC(=O)C12CCC(NCC(=O)N3CC(F)CC3C#N)(CC1)CC2. RXN SMILES: [F:25][CH:26]1[CH2:27][CH:28]([C:44]#[N:45])[N:29]([C:31]([CH2:32][O:33][S:34]([c:35]2[cH:36][cH:37][cH:38][cH:39][cH:40]2)(=[O:41])=[O:42])=[O:43])[CH2:30]1.[NH2:11][C:12]12[CH2:13][CH2:14][C:15]([C:20](=[O:21])[O:22][CH2:23][CH3:24])([CH2:16][CH2:17]1)[CH2:18][CH2:19]2.[c:1]1([S:2]([OH:3])(=[O:4])=[O:5])[cH:6][cH:7][cH:8][cH:9][cH:10]1>>[NH:11]([C:12]12[CH2:13][CH2:14][C:15]([C:20](=[O:21])[O:22][CH2:23][CH3:24])([CH2:16][CH2:17]1)[CH2:18][CH2:19]2)[CH2:32][C:31]([N:29]1[CH:28]([C:44]#[N:45])[CH2:27][CH:26]([F:25])[CH2:30]1)=[O:43]. The reactants are COC(=O)c1ccc(Br)cc1N1CCCS1(=O)=O, CCO, [Na+], [OH-]. Product: O=C(O)c1ccc(Br)cc1N1CCCS1(=O)=O. As a reaction SMILES: [Br:1][c:2]1[cH:3][c:4]([N:12]2[S:13](=[O:17])(=[O:18])[CH2:14][CH2:15][CH2:16]2)[c:5]([C:6](=[O:7])[O:8][CH3:9])[cH:10][cH:11]1.[CH3:21][CH2:22][OH:23].[Na+:20].[OH-:19]>>[Br:1][c:2]1[cH:3][c:4]([N:12]2[S:13](=[O:17])(=[O:18])[CH2:14][CH2:15][CH2:16]2)[c:5]([C:6](=[O:7])[OH:8])[cH:10][cH:11]1. Starting materials: CC(C)=O, Clc1nc(Cl)nc(Cl)n1, Cc1c(N)cc(C(N)=O)cc1Cl. Yields the product Cc1c(Cl)cc(C(N)=O)cc1Nc1nc(Cl)nc(Cl)n1. Reaction SMILES: [CH3:22][C:23](=[O:24])[CH3:25].[Cl:1][c:2]1[n:3][c:4]([Cl:5])[n:6][c:7]([Cl:8])[n:9]1.[NH2:10][c:11]1[cH:12][c:13]([C:14](=[O:15])[NH2:16])[cH:17][c:18]([Cl:21])[c:19]1[CH3:20]>>[c:2]1([NH:10][c:11]2[cH:12][c:13]([C:14](=[O:15])[NH2:16])[cH:17][c:18]([Cl:21])[c:19]2[CH3:20])[n:3][c:4]([Cl:5])[n:6][c:7]([Cl:8])[n:9]1. The reactants are FC(C(=O)NCC=1C(=CC(=C(C(=O)N=C=O)C1)Cl)OC)(F)F (5-((2,2,2-trifluoroacetamido)methyl)-2-chloro-4-methoxybenzoyl isocyanate), FC(C1=CC=C(C=C1)NNC(=O)OC(C)(C)C)(F)F (tert-butyl 2-(4-(trifluoromethyl)phenyl)hydrazinecarboxylate), FC(C(=O)O)(F)F (trifluoro acetic acid). The solvent is C(Cl)Cl (DCM). The product is ClC1=CC(=C(CNC(C(F)(F)F)=O)C=C1C1=NN(C(N1)=O)C1=CC=C(C=C1)C(F)(F)F)OC (N-(4-chloro-5-(1-(4-(trifluoromethyl)phenyl)-4,5-dihydro-5-oxo-1H-1,2,4-triazol-3-yl)-2-methoxybenzyl)-2,2,2-trifluoroacetamide). The yield is 24.5%. Reaction SMILES: [F:1][C:2]([F:22])([F:21])[C:3]([NH:5][CH2:6][C:7]1[C:8]([O:19][CH3:20])=[CH:9][C:10]([Cl:18])=[C:11]([CH:17]=1)[C:12]([N:14]=[C:15]=[O:16])=O)=[O:4].[F:23][C:24]([F:41])([F:40])[C:25]1[CH:30]=[CH:29][C:28]([NH:31][NH:32]C(OC(C)(C)C)=O)=[CH:27][CH:26]=1.FC(F)(F)C(O)=O>C(Cl)Cl>[Cl:18][C:10]1[C:11]([C:12]2[NH:14][C:15](=[O:16])[N:31]([C:28]3[CH:29]=[CH:30][C:25]([C:24]([F:23])([F:41])[F:40])=[CH:26][CH:27]=3)[N:32]=2)=[CH:17][C:7]([CH2:6][NH:5][C:3](=[O:4])[C:2]([F:22])([F:21])[F:1])=[C:8]([O:19][CH3:20])[CH:9]=1. Reported procedure: The title compound was prepared according to the procedure described in Example-83 by using 5-((2,2,2-trifluoroacetamido)methyl)-2-chloro-4-methoxybenzoyl isocyanate (0.500 g), tert-butyl 2-(4-(trifluoromethyl)phenyl)hydrazinecarboxylate (Intermediate-53, 0.450 g), DCM (20 mL), and trifluoro acetic acid (5.0 mL) to afford 0.180 g of the desired product. Starting materials: CNC(=O)N (methyl urea), CN(N(C(=O)OCC1=CC=CC=C1)CC1=CC=C(C(=O)Cl)C=C1)C(=O)OCC1=CC=CC=C1 (4-[(2-methyl-1,2-dicarbobenzoxy-hydrazino)-methyl]-benzoyl chloride), N1=CC=CC=C1 (pyridine). The solvent is C1=CC=CC=C1 (benzene). Product: CN(N(C(=O)OCC1=CC=CC=C1)CC1=CC=C(C=C1)C(NC(=O)NC)=O)C(=O)OCC1=CC=CC=C1 (1-methyl-2-[4-(4-methyl-allophanoyl)-benzyl]-1,2-dicarbobenzoxy-hydrazine). Reaction SMILES: [CH3:1][NH:2][C:3]([NH2:5])=[O:4].[CH3:6][N:7]([C:29]([O:31][CH2:32][C:33]1[CH:38]=[CH:37][CH:36]=[CH:35][CH:34]=1)=[O:30])[N:8]([CH2:19][C:20]1[CH:28]=[CH:27][C:23]([C:24](Cl)=[O:25])=[CH:22][CH:21]=1)[C:9]([O:11][CH2:12][C:13]1[CH:18]=[CH:17][CH:16]=[CH:15][CH:14]=1)=[O:10].N1C=CC=CC=1>C1C=CC=CC=1>[CH3:6][N:7]([C:29]([O:31][CH2:32][C:33]1[CH:38]=[CH:37][CH:36]=[CH:35][CH:34]=1)=[O:30])[N:8]([CH2:19][C:20]1[CH:28]=[CH:27][C:23]([C:24](=[O:25])[NH:5][C:3]([NH:2][CH3:1])=[O:4])=[CH:22][CH:21]=1)[C:9]([O:11][CH2:12][C:13]1[CH:18]=[CH:17][CH:16]=[CH:15][CH:14]=1)=[O:10]. Procedure: 7.4 g. of methyl urea, 46.7 g. of 4-[(2-methyl-1,2-dicarbobenzoxy-hydrazino)-methyl]-benzoyl chloride, 8 g. of pyridine and 200 ml. of benzene were mixed and refluxed for 8 hours. After cooling down, the mixture was poured onto water and extracted with an ether/methylene chloride mixture. The extract was washed with water, with 1 N hydrochloric acid and again with water, dried over sodium sulfate and freed of the solvent by distillation. The residue crystallized upon triturating with methanol. T... As a reaction SMILES: [OH-].[K+].[C:3]([NH:22][C:23]1[S:24][CH:25]=[C:26]([C:28](=[N:34][O:35][CH:36]=[CH2:37])[C:29]([O:31]CC)=[O:30])[N:27]=1)([C:16]1[CH:21]=[CH:20][CH:19]=[CH:18][CH:17]=1)([C:10]1[CH:15]=[CH:14][CH:13]=[CH:12][CH:11]=1)[C:4]1[CH:9]=[CH:8][CH:7]=[CH:6][CH:5]=1.[K]>C(O)C.O1CCOCC1>[C:3]([NH:22][C:23]1[S:24][CH:25]=[C:26]([C:28](=[N:34][O:35][CH:36]=[CH2:37])[C:29]([OH:31])=[O:30])[N:27]=1)([C:16]1[CH:21]=[CH:20][CH:19]=[CH:18][CH:17]=1)([C:10]1[CH:11]=[CH:12][CH:13]=[CH:14][CH:15]=1)[C:4]1[CH:9]=[CH:8][CH:7]=[CH:6][CH:5]=1 |f:0.1,^1:37|. Procedure details: 20 ml of a solution of 0.5 M of potassium hydroxide in absolute ethanol and 12 ml of absolute ethanol were added at room temperature to a mixture of 3.227 g of the product of Step D in 3.2 ml of dioxane and the mixture was stirred at 50° C. under argon for 1 hour during which a potassium salt crystallized. The mixture cooled to 20° C. and was vacuum filtered and the recovered product was rinsed with ethanol and was taken up in a mixture of 50 ml of ethyl acetate and 50 ml of distilled water. The... Run in C(C)O (ethanol), C(C)O (ethanol), O1CCOCC1 (dioxane). The reactants are [K] (potassium), solution, [OH-].[K+] (potassium hydroxide), C(C1=CC=CC=C1)(C1=CC=CC=C1)(C1=CC=CC=C1)NC=1SC=C(N1)C(C(=O)OCC)=NOC=C (ethyl 2-(2-tritylamino-4-thiazolyl)-2-vinyloxyimino-acetate). Run at temperature 20 celsius. Yields the product C(C1=CC=CC=C1)(C1=CC=CC=C1)(C1=CC=CC=C1)NC=1SC=C(N1)C(C(=O)O)=NOC=C (2-(2-tritylamino-4-thiazolyl)-2-vinyloxyiminoacetic acid).